Dataset: the Open Reaction Database (ORD), a public repository of structured organic reaction records. Task: describe an organic reaction: reactants, conditions, products, and yield Reactants: C1CCOC1, CN, CS(=O)(=O)c1ccc(-n2nc(C(F)(F)F)cc2-c2ccc(-c3ccco3)cc2)cc1CCl, [K+], [K+], O=C([O-])[O-]. The product is CNCc1cc(-n2nc(C(F)(F)F)cc2-c2ccc(-c3ccco3)cc2)ccc1S(C)(=O)=O, Cl. As a reaction SMILES: [CH2:41]1[O:42][CH2:43][CH2:44][CH2:45]1.[CH3:33][NH2:34].[Cl:1][CH2:2][c:3]1[cH:4][c:5](-[n:13]2[n:14][c:15]([C:29]([F:30])([F:31])[F:32])[cH:16][c:17]2-[c:18]2[cH:19][cH:20][c:21](-[c:24]3[o:25][cH:26][cH:27][cH:28]3)[cH:22][cH:23]2)[cH:6][cH:7][c:8]1[S:9](=[O:10])(=[O:11])[CH3:12].[K+:35].[K+:36].[O-:37][C:38]([O-:39])=[O:40]>>[CH2:2]([c:3]1[cH:4][c:5](-[n:13]2[n:14][c:15]([C:29]([F:30])([F:31])[F:32])[cH:16][c:17]2-[c:18]2[cH:19][cH:20][c:21](-[c:24]3[o:25][cH:26][cH:27][cH:28]3)[cH:22][cH:23]2)[cH:6][cH:7][c:8]1[S:9](=[O:10])(=[O:11])[CH3:12])[NH:34][CH3:33].[ClH:1]. The solvent is C(C)OCC (diethyl ether), C(C)OCC (diethyl ether). Reaction SMILES: [Mg].II.Br[CH2:5][CH2:6][CH:7]([CH3:9])[CH3:8].CON(C)[C:13]([C:15]1[CH:19]=[CH:18][S:17][CH:16]=1)=[O:14]>C(OCC)C>[CH3:8][CH:7]([CH3:9])[CH2:6][CH2:5][C:13]([C:15]1[CH:19]=[CH:18][S:17][CH:16]=1)=[O:14]. Procedure: Magnesium powder (1.49 g, 61.3 mmol) was added to dry diethyl ether (100 ml) under nitrogen atmosphere. One iodine crystal (catalytic) was added, followed by 1-bromo-3-methylbutane (6.3 ml, 52.6 mmol). The reaction was initiated by sonication at 30° C. and was allowed to spontaneously reflux. Once the exothermic reaction had subsided, the mixture was added by cannulation to a solution of thiophene-3-carboxylic acid methoxy-methyl-amide (7.50 g, 43.8 mmol) in dry diethyl ether (10 ml). Once addit... Reactants: [Mg] (Magnesium), II (iodine), BrCCC(C)C (1-bromo-3-methylbutane), CON(C(=O)C1=CSC=C1)C (thiophene-3-carboxylic acid methoxy-methyl-amide). Conditions: time 2 hour. Isolated yield 19.4%. Yields the product CC(CCC(=O)C1=CSC=C1)C (4-Methyl-1-thiophen-3-yl-pentan-1-one).